From a dataset of the Open Reaction Database (ORD), a public repository of structured organic reaction records. describe an organic reaction: reactants, conditions, products, and yield Reactants: C(OC(Cl)(Cl)Cl)(OC(Cl)(Cl)Cl)=O (bis(trichloromethyl) carbonate), C(C)NC1CCC(CC1)O (4-ethylamino-cyclohexanol), [C@H]1(CCC2=CC=CC=C12)NC1=NC2=CC=C(C=C2C=C1)N ((R)—N2-indan-1-yl-quinoline-2,6-diamine). The product is C(C)N(C(=O)NC=1C=C2C=CC(=NC2=CC1)N[C@@H]1CCC2=CC=CC=C12)C1CCC(CC1)O (1-Ethyl-1-(4-hydroxy-cyclohexyl)-3-[2-((R)-indan-1-ylamino)-quinolin-6-yl]-urea). As a reaction SMILES: [C:1](=[O:12])(OC(Cl)(Cl)Cl)OC(Cl)(Cl)Cl.[CH2:13]([NH:15][CH:16]1[CH2:21][CH2:20][CH:19]([OH:22])[CH2:18][CH2:17]1)[CH3:14].[C@H:23]1([NH:32][C:33]2[CH:42]=[CH:41][C:40]3[C:35](=[CH:36][CH:37]=[C:38]([NH2:43])[CH:39]=3)[N:34]=2)[C:31]2[C:26](=[CH:27][CH:28]=[CH:29][CH:30]=2)[CH2:25][CH2:24]1>>[CH2:13]([N:15]([CH:16]1[CH2:21][CH2:20][CH:19]([OH:22])[CH2:18][CH2:17]1)[C:1]([NH:43][C:38]1[CH:39]=[C:40]2[C:35](=[CH:36][CH:37]=1)[N:34]=[C:33]([NH:32][C@H:23]1[C:31]3[C:26](=[CH:27][CH:28]=[CH:29][CH:30]=3)[CH2:25][CH2:24]1)[CH:42]=[CH:41]2)=[O:12])[CH3:14]. Reported procedure: The title compound was prepared in accordance with the general method 4 described in example 16 from bis(trichloromethyl) carbonate, 4-ethylamino-cyclohexanol and (R)—N2-indan-1-yl-quinoline-2,6-diamine; MS: m/e=445.7 (M+H+). The reactants are CN1CCC(=O)CC1, Nn1ccc2cc(C(=O)c3ccc(F)cc3)ccc21, [K+], [OH-]. As a reaction SMILES: [CH3:20][N:21]1[CH2:22][CH2:23][C:24](=[O:27])[CH2:25][CH2:26]1.[F:1][c:2]1[cH:3][cH:4][c:5]([C:6](=[O:7])[c:8]2[cH:9][c:10]3[cH:11][cH:12][n:13]([NH2:17])[c:14]3[cH:15][cH:16]2)[cH:18][cH:19]1.[K+:29].[OH-:28]>>[F:1][c:2]1[cH:3][cH:4][c:5]([C:6](=[O:7])[c:8]2[cH:9][c:10]3[c:11]([C:24]4=[CH:23][CH2:22][N:21]([CH3:20])[CH2:26][CH2:25]4)[cH:12][n:13]([NH2:17])[c:14]3[cH:15][cH:16]2)[cH:18][cH:19]1. Yields the product CN1CC=C(c2cn(N)c3ccc(C(=O)c4ccc(F)cc4)cc23)CC1. The reactants are Cc1[nH]c(C=O)c(C)c1CCC(=O)O, C1CCNCC1, COc1cccc(-c2ccc3c(c2)NC(=O)C3)c1, CCO. The product is COc1cccc(-c2ccc3c(c2)NC(=O)C3=Cc2[nH]c(C)c(CCC(=O)O)c2C)c1. RXN SMILES: [C:1](=[O:2])([OH:3])[CH2:4][CH2:5][c:6]1[c:7]([CH3:14])[nH:8][c:9]([CH:12]=[O:13])[c:10]1[CH3:11].[CH2:33]1[CH2:34][CH2:35][NH:36][CH2:37][CH2:38]1.[CH3:15][O:16][c:17]1[cH:18][c:19](-[c:23]2[cH:24][cH:25][c:26]3[c:30]([cH:31]2)[NH:29][C:28](=[O:32])[CH2:27]3)[cH:20][cH:21][cH:22]1.[CH3:39][CH2:40][OH:41]>>[C:1](=[O:2])([OH:3])[CH2:4][CH2:5][c:6]1[c:7]([CH3:14])[nH:8][c:9]([CH:12]=[C:27]2[c:26]3[cH:25][cH:24][c:23](-[c:19]4[cH:18][c:17]([O:16][CH3:15])[cH:22][cH:21][cH:20]4)[cH:31][c:30]3[NH:29][C:28]2=[O:32])[c:10]1[CH3:11]. Starting materials: [BH4-], COC(=O)c1cc(Br)c(C)c(Br)c1, CCO, Cl, [Na+]. Product: Cc1c(Br)cc(CO)cc1Br. As a reaction SMILES: [BH4-:14].[Br:1][c:2]1[cH:3][c:4]([C:5](=[O:6])[O:7][CH3:8])[cH:9][c:10]([Br:13])[c:11]1[CH3:12].[CH3:17][CH2:18][OH:19].[ClH:16].[Na+:15]>>[Br:1][c:2]1[cH:3][c:4]([CH2:5][OH:6])[cH:9][c:10]([Br:13])[c:11]1[CH3:12]. Reactants: C(C1=CC=CC=C1)N1C(=NC(=C(C1=O)C)C)[C@@H](C(C)C)NC(C1=CC=C(C=C1)C)=O (N-[(R)-1-(1-benzyl-4,5-dimethyl-6-oxo-1,6-dihydro-pyrimidin-2-yl)-2-methyl-propyl]-4-methyl-benzamide), [H-].[Na+] (sodium hydride), ClCCN1CCCC1 (1-(2-chloro-ethyl)-pyrrolidine). Solvent: CN(C)C=O (DMF). Product: C(C1=CC=CC=C1)N1C(=NC(=C(C1=O)C)C)[C@@H](C(C)C)N(C(C1=CC=C(C=C1)C)=O)CCN1CCCC1 (N-[(R)-1-(1-Benzyl-4,5-dimethyl-6-oxo-1,6-dihydro-pyrimidin-2-yl)-2-methyl-propyl]-4-methyl-N-(2-pyrrolidin-1-yl-ethyl)-benzamide). Isolated yield 44.4%. RXN SMILES: [CH2:1]([N:8]1[C:13](=[O:14])[C:12]([CH3:15])=[C:11]([CH3:16])[N:10]=[C:9]1[C@H:17]([NH:21][C:22](=[O:30])[C:23]1[CH:28]=[CH:27][C:26]([CH3:29])=[CH:25][CH:24]=1)[CH:18]([CH3:20])[CH3:19])[C:2]1[CH:7]=[CH:6][CH:5]=[CH:4][CH:3]=1.[H-].[Na+].Cl[CH2:34][CH2:35][N:36]1[CH2:40][CH2:39][CH2:38][CH2:37]1>CN(C=O)C>[CH2:1]([N:8]1[C:13](=[O:14])[C:12]([CH3:15])=[C:11]([CH3:16])[N:10]=[C:9]1[C@H:17]([N:21]([CH2:34][CH2:35][N:36]1[CH2:40][CH2:39][CH2:38][CH2:37]1)[C:22](=[O:30])[C:23]1[CH:28]=[CH:27][C:26]([CH3:29])=[CH:25][CH:24]=1)[CH:18]([CH3:20])[CH3:19])[C:2]1[CH:3]=[CH:4][CH:5]=[CH:6][CH:7]=1 |f:1.2|. Procedure: To N-[(R)-1-(1-benzyl-4,5-dimethyl-6-oxo-1,6-dihydro-pyrimidin-2-yl)-2-methyl-propyl]-4-methyl-benzamide (50 mg, 0.123 Mmol) in DMF was added sodium hydride (5 mg, 0.147 Mmol). The reaction stirred for 15 at RT then 1-(2-chloro-ethyl)-pyrrolidine (20 mg, 0.135 mmol) (Tilford et al.; J. Am. Chem. Soc.; 70; 1948; 4001). was added. The reaction was stirred at RT for 24 h, quenched with water and extracted with ethyl acetate (3×20 mL). The combined organic layers were washed with water (1×20 ml), br... The reactants are [BH4-].[Na+] (NaBH4), C1(=CC=CC=C1)CCCCC(=O)Cl (5-phenylvaleryl chloride), EtOAc hexanes, C(=O)C1=CC=C(C(=O)OC)C=C1 (methyl 4-formylbenzoate), COC1=CC=C(C=C1)N (p-anisidine), n-tributylamine, Cl (HCl). Solvent: CCOC(=O)C (EtOAc), C1(=CC=CC=C1)C (toluene). Conditions: time 15 minute. Product: COC1=CC=C(C=C1)N1C(C(C1C1=CC=C(C(=O)OC)C=C1)CCCC1=CC=CC=C1)=O (methyl 4-[1-(4-methoxyphenyl)-3-(3-phenylpropyl)-2-oxo-4-azetidinyl]benzoate). Yield: 92.0%. As a reaction SMILES: [CH:1]([C:3]1[CH:12]=[CH:11][C:6]([C:7]([O:9][CH3:10])=[O:8])=[CH:5][CH:4]=1)=O.[CH3:13][O:14][C:15]1[CH:20]=[CH:19][C:18]([NH2:21])=[CH:17][CH:16]=1.[C:22]1([CH2:28][CH2:29][CH2:30][CH2:31][C:32](Cl)=[O:33])[CH:27]=[CH:26][CH:25]=[CH:24][CH:23]=1.[BH4-].[Na+].Cl>C1(C)C=CC=CC=1.CCOC(C)=O>[CH3:13][O:14][C:15]1[CH:20]=[CH:19][C:18]([N:21]2[CH:1]([C:3]3[CH:12]=[CH:11][C:6]([C:7]([O:9][CH3:10])=[O:8])=[CH:5][CH:4]=3)[CH:31]([CH2:30][CH2:29][CH2:28][C:22]3[CH:27]=[CH:26][CH:25]=[CH:24][CH:23]=3)[C:32]2=[O:33])=[CH:17][CH:16]=1 |f:3.4|. Procedure details: Reflux a solution of methyl 4-formylbenzoate (5.23 g, 31.9 mmol) and p-anisidine in toluene (50 mL) overnight with azeotropic removal of water via a Dean-Stark trap. Add n-tributylamine (22.8 mL, 95.6 mmol), followed by 5-phenylvaleryl chloride (47.8 mL, 47.8 mmol, 1M in toluene) and reflux overnight. Cool the reaction to room temperature, quench with 1M HCl and stir 15 min. Dilute the reaction mixture with ethyl acetate (EtOAc), wash with 1M HCl, water and brine, dry over Na2SO4 and concentrate... Starting materials: NC(=O)c1noc(-c2cc(Cl)c(OCc3ccccc3)cc2OCc2ccccc2)c1-c1ccc(F)cc1, C1CCOC1. Yields the product NCc1noc(-c2cc(Cl)c(OCc3ccccc3)cc2OCc2ccccc2)c1-c1ccc(F)cc1. RXN SMILES: [CH2:1]([c:2]1[cH:3][cH:4][cH:5][cH:6][cH:7]1)[O:8][c:9]1[c:10](-[c:24]2[c:25](-[c:32]3[cH:33][cH:34][c:35]([F:38])[cH:36][cH:37]3)[c:26]([C:29](=[O:30])[NH2:31])[n:27][o:28]2)[cH:11][c:12]([Cl:23])[c:13]([O:15][CH2:16][c:17]2[cH:18][cH:19][cH:20][cH:21][cH:22]2)[cH:14]1.[CH2:39]1[O:40][CH2:41][CH2:42][CH2:43]1>>[CH2:1]([c:2]1[cH:3][cH:4][cH:5][cH:6][cH:7]1)[O:8][c:9]1[c:10](-[c:24]2[c:25](-[c:32]3[cH:33][cH:34][c:35]([F:38])[cH:36][cH:37]3)[c:26]([CH2:29][NH2:31])[n:27][o:28]2)[cH:11][c:12]([Cl:23])[c:13]([O:15][CH2:16][c:17]2[cH:18][cH:19][cH:20][cH:21][cH:22]2)[cH:14]1. Starting materials: O=C([O-])[O-], COCCOC, COc1cc[nH]c1C=C1C(=O)Nc2ccc(F)c(I)c21, [Na+], [Na+], OB(O)c1ccc(O)cc1. Yields the product COc1cc[nH]c1C=C1C(=O)Nc2ccc(F)c(-c3ccc(O)cc3)c21. Reaction SMILES: [C:21](=[O:22])([O-:23])[O-:24].[CH3:37][O:38][CH2:39][CH2:40][O:41][CH3:42].[F:1][c:2]1[c:3]([I:20])[c:4]2[c:8]([cH:9][cH:10]1)[NH:7][C:6](=[O:11])[C:5]2=[CH:12][c:13]1[nH:14][cH:15][cH:16][c:17]1[O:18][CH3:19].[Na+:25].[Na+:26].[OH:27][c:28]1[cH:29][cH:30][c:31]([B:34]([OH:35])[OH:36])[cH:32][cH:33]1>>[F:1][c:2]1[c:3](-[c:31]2[cH:30][cH:29][c:28]([OH:27])[cH:33][cH:32]2)[c:4]2[c:8]([cH:9][cH:10]1)[NH:7][C:6](=[O:11])[C:5]2=[CH:12][c:13]1[nH:14][cH:15][cH:16][c:17]1[O:18][CH3:19].